This data is from the Open Reaction Database (ORD), a public repository of structured organic reaction records. The task is: describe an organic reaction: reactants, conditions, products, and yield Reactants: O=C1NC(CCC1N1C(C2=CC=CC(=C2C1)NC(CCl)=O)=O)=O (N-[2-(2,6-dioxo(3-piperidyl))-1-oxoisoindolin-4-yl]-2-chloroacetamide), [Na+].[I-] (NaI), [N-]=[N+]=[N-].[Na+] (sodium azide), [N-]=[N+]=[N-].[Na+] (sodium azide). Run in ClCCl (dichloromethane), O (H2O), CC(=O)C (acetone). Conditions: time 18 hour. Yields the product N(=[N+]=[N-])CC(=O)NC1=C2CN(C(C2=CC=C1)=O)C1C(NC(CC1)=O)=O (2-azido-N-[2-(2,6-dioxo(3-piperidyl))-1-oxoisoindolin-4-yl]acetamide). The yield is 92.9%. As a reaction SMILES: [O:1]=[C:2]1[CH:7]([N:8]2[CH2:16][C:15]3[C:10](=[CH:11][CH:12]=[CH:13][C:14]=3[NH:17][C:18](=[O:21])[CH2:19]Cl)[C:9]2=[O:22])[CH2:6][CH2:5][C:4](=[O:23])[NH:3]1.[N-:24]=[N+:25]=[N-:26].[Na+].[Na+].[I-]>CC(C)=O.ClCCl.O>[N:24]([CH2:19][C:18]([NH:17][C:14]1[CH:13]=[CH:12][CH:11]=[C:10]2[C:15]=1[CH2:16][N:8]([CH:7]1[CH2:6][CH2:5][C:4](=[O:23])[NH:3][C:2]1=[O:1])[C:9]2=[O:22])=[O:21])=[N+:25]=[N-:26] |f:1.2,3.4|. Reported procedure: To a stirred suspension of N-[2-(2,6-dioxo(3-piperidyl))-1-oxoisoindolin-4-yl]-2-chloroacetamide (4.64 g, 13.8 mmol) in acetone (60 ml) was added sodium azide (1.35 g, 20.7 mmol). The mixture was heated to reflux for 18 hours. After 18 hours, to the reaction mixture was added NaI (2.05 g, 13.8 mmol) and additional sodium azide (0.90 g, 13.8 mmol). The mixture was heated at reflux for an additional 18 hours. The solvent was evaporated in vacuo to give an off-white solid which was slurried in a mi... The reactants are FC1=C(N)C=CC=C1 (2-fluoroaniline), O (water), C([O-])(O)=O.[Na+] (sodium bicarbonate), C(C)(=O)OCC (ethyl acetate), C(C)C(C(=O)Cl)C(=O)Cl (Ethyl malonyl chloride). Reaction conditions: time 1 hour. Product: FC1=C(C=CC=C1)NC(CC(=O)OCC)=O (ethyl 3-[(2-fluorophenyl)amino]-3-oxopropanoate). As a reaction SMILES: [F:1][C:2]1[CH:8]=[CH:7][CH:6]=[CH:5][C:3]=1[NH2:4].O.[C:10](=O)(O)[O-:11].[Na+].C(C(C(Cl)=O)C(Cl)=O)C.[C:24]([O:27][CH2:28][CH3:29])(=[O:26])[CH3:25]>>[F:1][C:2]1[CH:8]=[CH:7][CH:6]=[CH:5][C:3]=1[NH:4][C:10](=[O:11])[CH2:25][C:24]([O:27][CH2:28][CH3:29])=[O:26] |f:2.3|. Procedure: To a solution of 2-fluoroaniline (8.67 ml) in ethyl acetate (266 ml) was added water (200 ml) and sodium bicarbonate (15.12 g). Ethyl malonyl chloride (13.82 ml) was added and the solution was stirred at room temperature for 1 hour. The two layers were separated and the organic phase was washed with a saturated aqueous solution of sodium bicarbonate, water and brine, dried over sodium sulfate and evaporated to provide a brownish oil. The crude reaction mixture was used directly in the next step.... The reactants are BrC=1C=CC=2N(C1)C(=NC2)C (6-bromo-3-methylimidazo[1,5-a]pyridine), C1N(CCC2=CC=CC=C12)CC(COC1=CC(=CC=C1)B1OC(C(O1)(C)C)(C)C)O (1-(3,4-dihydroisoquinolin-2(1H)-yl)-3-(3-(4,4,5,5-tetramethyl-1,3,2-dioxaborolan-2-yl)phenoxy)propan-2-ol), C(=O)([O-])[O-].[K+].[K+] (K2CO3), O1CCOCC1 (dioxane). The reagents and catalysts are C1=CC=C(C=C1)P([C-]2C=CC=C2)C3=CC=CC=C3.C1=CC=C(C=C1)P([C-]2C=CC=C2)C3=CC=CC=C3.Cl[Pd]Cl.[Fe+2] (Pd(dppf)Cl2). The solvent is O (H2O). Run at temperature 120 celsius, time 30 minute. The product is C1N(CCC2=CC=CC=C12)CC(COC1=CC(=CC=C1)C=1C=CC=2N(C1)C(=NC2)C)O (1-(3,4-dihydroisoquinolin-2(1H)-yl)-3-(3-(3-methylimidazo[1,5-a]pyridin-6-yl)phenoxy)propan-2-ol), C(=O)[O-] (formate). Yield: 70.9%. Reaction SMILES: Br[C:2]1[CH:3]=[CH:4][C:5]2[N:6]([C:8]([CH3:11])=[N:9][CH:10]=2)[CH:7]=1.[CH2:12]1[C:21]2[C:16](=[CH:17][CH:18]=[CH:19][CH:20]=2)[CH2:15][CH2:14][N:13]1[CH2:22][CH:23]([OH:41])[CH2:24][O:25][C:26]1[CH:31]=[CH:30][CH:29]=[C:28](B2OC(C)(C)C(C)(C)O2)[CH:27]=1.[C:42]([O-])([O-:44])=[O:43].[K+].[K+].O1CCOCC1>C1C=CC(P(C2C=CC=CC=2)[C-]2C=CC=C2)=CC=1.C1C=CC(P(C2C=CC=CC=2)[C-]2C=CC=C2)=CC=1.Cl[Pd]Cl.[Fe+2].O>[CH2:12]1[C:21]2[C:16](=[CH:17][CH:18]=[CH:19][CH:20]=2)[CH2:15][CH2:14][N:13]1[CH2:22][CH:23]([OH:41])[CH2:24][O:25][C:26]1[CH:31]=[CH:30][CH:29]=[C:28]([C:2]2[CH:3]=[CH:4][C:5]3[N:6]([C:8]([CH3:11])=[N:9][CH:10]=3)[CH:7]=2)[CH:27]=1.[CH:42]([O-:44])=[O:43] |f:2.3.4,6.7.8.9|. Procedure details: A mixture of 6-bromo-3-methylimidazo[1,5-a]pyridine (100 mg, 0.47 mmol), 1-(3,4-dihydroisoquinolin-2(1H)-yl)-3-(3-(4,4,5,5-tetramethyl-1,3,2-dioxaborolan-2-yl)phenoxy)propan-2-ol (211 mg, 0.52 mmol), K2CO3 (195 mg, 1.41 mmol) and Pd(dppf)Cl2 (10 mg) in a solution of dioxane (4 mL) and H2O (1 mL) was stirred at 120° C. for 30 minutes under microwave heating. The catalyst was filtered, the filtrate concentrated and the residue purified by Prep-HPLC to give the desired title product as a colorless ... The reactants are C1=CC(=CC=C1O)C (p-cresol), [OH-].[Na+] (sodium hydroxide), C(C#C)Br (propargyl bromide). Run in O (water), ethanol,there. The product is CC1=CC=C(OCC#C)C=C1 (3-(p-methylphenoxy)-1-propyne). RXN SMILES: [CH:1]1[C:6]([OH:7])=[CH:5][CH:4]=[C:3]([CH3:8])[CH:2]=1.[OH-].[Na+].[CH2:11](Br)[C:12]#[CH:13]>O>[CH3:8][C:3]1[CH:4]=[CH:5][C:6]([O:7][CH2:13][C:12]#[CH:11])=[CH:1][CH:2]=1 |f:1.2|. Reported procedure: To a solution of 10.8 g (0.1 mol) of p-cresol in 70 ml of absolute ethanol,there were added 4 g of sodium hydroxide. The reaction mixture was refluxeduntil complete dissolution and then treated with 16.36 g (0.1 mol) of propargyl bromide (80% in toluene). Reflux was resumed for 14 additional hours. The reaction mixture was then cooled, poured into water and extracted with hexane (3×100 ml). The combined organic extracts werewashed with 20% aqueous sodium hydroxide solution and water, dried over ... Reactants: ClCCCC1(SCCCS1)C1=CC(=C(C=C1)OC)OC (2-(γ-chloropropyl)-2-(3,4-dimethoxyphenyl)-m-dithiane), C(CC1=CC(OC)=C(OC)C=C1)(=O)O (homoveratric acid), C(C(C)C)OC(=O)Cl (chloroformic acid isobutyl ester), COC=1C=C(C=CC1OC)C1(SCCCS1)CCCNC (2-(3,4-dimethoxyphenyl)-N-methyl-m-dithiane-2-propylamine), CN (methylamine). Run in O1CCCC1 (tetrahydrofuran), C(C)N(CC)CC (triethylamine), O1CCCC1 (tetrahydrofuran). Run at time 1 hour. Product: COC=1C=C(CCN(CCCC2(SCCCS2)C2=CC(=C(C=C2)OC)OC)C)C=CC1OC (N-(3,4-dimethoxyphenethyl)-2-(3,4-dimethoxyphenyl)-N-methyl-m-dithiane-2-propylamine). As a reaction SMILES: [C:1](O)(=O)[CH2:2][C:3]1[CH:12]=[CH:11][C:8]([O:9][CH3:10])=[C:5]([O:6][CH3:7])[CH:4]=1.C(OC(Cl)=O)C(C)C.[CH3:23][O:24][C:25]1[CH:26]=[C:27]([C:33]2([CH2:39][CH2:40][CH2:41][NH:42][CH3:43])[S:38][CH2:37][CH2:36][CH2:35][S:34]2)[CH:28]=[CH:29][C:30]=1[O:31][CH3:32].ClCCCC1(C2C=CC(OC)=C(OC)C=2)SCCCS1.CN>O1CCCC1.C(N(CC)CC)C>[CH3:7][O:6][C:5]1[CH:4]=[C:3]([CH:12]=[CH:11][C:8]=1[O:9][CH3:10])[CH2:2][CH2:1][N:42]([CH3:43])[CH2:41][CH2:40][CH2:39][C:33]1([C:27]2[CH:28]=[CH:29][C:30]([O:31][CH3:32])=[C:25]([O:24][CH3:23])[CH:26]=2)[S:38][CH2:37][CH2:36][CH2:35][S:34]1. Procedure: 1 g of homoveratric acid is dissolved in 15 ml of absolute tetrahydrofuran and treated with 0.15 g of triethylamine. 0.72 g of chloroformic acid isobutyl ester are then slowly added dropwise at 0°-5° C and the mixture is stirred for 1 hour at 5°-10° C. There is then added dropwise a solution of 1.63 g of 2-(3,4-dimethoxyphenyl)-N-methyl-m-dithiane-2-propylamine prepared in a manner analogous to that described in Example 15 from 2-(γ-chloropropyl)-2-(3,4-dimethoxyphenyl)-m-dithiane and methylamin... Reactants: NC1=CC(=NN1C1=CC=CC=C1)C(C(=O)OCC)(C)C (ethyl 2-(5-amino-1-phenyl-1H-pyrazol-3-yl)-2-methylpropanoate), [H-].[H-].[H-].[H-].[Li+].[Al+3] (LiAlH4). Solvent: C1CCOC1 (THF). Reaction conditions: time 1 hour. Product: NC1=CC(=NN1C1=CC=CC=C1)C(CO)(C)C (2-(5-amino-1-phenyl-1H-pyrazol-3-yl)-2-methylpropan-1-ol). The yield is 105.0%. As a reaction SMILES: [NH2:1][C:2]1[N:6]([C:7]2[CH:12]=[CH:11][CH:10]=[CH:9][CH:8]=2)[N:5]=[C:4]([C:13]([CH3:20])([CH3:19])[C:14](OCC)=[O:15])[CH:3]=1.[H-].[H-].[H-].[H-].[Li+].[Al+3]>C1COCC1>[NH2:1][C:2]1[N:6]([C:7]2[CH:12]=[CH:11][CH:10]=[CH:9][CH:8]=2)[N:5]=[C:4]([C:13]([CH3:20])([CH3:19])[CH2:14][OH:15])[CH:3]=1 |f:1.2.3.4.5.6|. Procedure details: To a stirring solution of ethyl 2-(5-amino-1-phenyl-1H-pyrazol-3-yl)-2-methylpropanoate (DP-2440, 0.240 g, 0.86 mmol) in dry THF (8.0 mL) at RT was added LiAlH4 (1.0 M in THF, 2.6 mL, 2.6 mmol) and the resulting mixture was stirred at RT for 1 h. The reaction was carefully quenched by the addition of H2O (0.10 mL), 3M NaOH (0.10 mL) and H2O (0.20 mL), and the mixture was stirred at RT overnight. The suspension was filtered through Celite and rinsed with EtOAc (20 mL). The filtrate was dried (MgS...